Dataset: the Open Reaction Database (ORD), a public repository of structured organic reaction records. Task: describe an organic reaction: reactants, conditions, products, and yield Starting materials: OC=1C=C(C=CC1)C(C)=O (1-(3-hydroxyphenyl)ethanone), FC1=CC=C(C=C1)C(CCCCCN1CCC(CC1)C=1C=C(C=CC1)NC(C(C)C)=O)O (N-(3-{1-[6-(4-fluorophenyl)-6-hydroxyhexyl]-4-piperidinyl}phenyl)-2-methylpropanamide). Product: C(C)(=O)C=1C=C(OC(CCCCCN2CCC(CC2)C=2C=C(C=CC2)NC(C(C)C)=O)C2=CC=C(C=C2)F)C=CC1 (N-(3-{1-[6-(3-ACETYLPHENOXY)-6-(4-FLUOROPHENYL)HEXYL]-4-PIPERIDINYL}PHENYL)-2-METHYLPROPANAMIDE). Reaction SMILES: [OH:1][C:2]1[CH:3]=[C:4]([C:8](=[O:10])[CH3:9])[CH:5]=[CH:6][CH:7]=1.[F:11][C:12]1[CH:17]=[CH:16][C:15]([CH:18](O)[CH2:19][CH2:20][CH2:21][CH2:22][CH2:23][N:24]2[CH2:29][CH2:28][CH:27]([C:30]3[CH:31]=[C:32]([NH:36][C:37](=[O:41])[CH:38]([CH3:40])[CH3:39])[CH:33]=[CH:34][CH:35]=3)[CH2:26][CH2:25]2)=[CH:14][CH:13]=1>>[C:8]([C:4]1[CH:3]=[C:2]([CH:7]=[CH:6][CH:5]=1)[O:1][CH:18]([C:15]1[CH:14]=[CH:13][C:12]([F:11])=[CH:17][CH:16]=1)[CH2:19][CH2:20][CH2:21][CH2:22][CH2:23][N:24]1[CH2:25][CH2:26][CH:27]([C:30]2[CH:31]=[C:32]([NH:36][C:37](=[O:41])[CH:38]([CH3:40])[CH3:39])[CH:33]=[CH:34][CH:35]=2)[CH2:28][CH2:29]1)(=[O:10])[CH3:9]. Reported procedure: Prepared by Procedure A and Scheme AN using 1-(3-hydroxyphenyl)ethanone and N-(3-{1-[6-(4-fluorophenyl)-6-hydroxyhexyl]-4-piperidinyl}phenyl)-2-methylpropanamide: ESMS m/e: 559.1 (M+H)+. Starting materials: CS, CCO, CC1(C)C(=O)N(CCl)C(=O)c2ccccc21, [Na]. Yields the product CSCN1C(=O)c2ccccc2C(C)(C)C1=O. Reaction SMILES: [CH3:1][SH:2].[CH3:20][CH2:21][OH:22].[CH3:4][C:5]1([CH3:19])[C:6](=[O:18])[N:7]([CH2:16][Cl:17])[C:8](=[O:15])[c:9]2[cH:10][cH:11][cH:12][cH:13][c:14]21.[Na:3]>>[CH3:1][S:2][CH2:16][N:7]1[C:6](=[O:18])[C:5]([CH3:4])([CH3:19])[c:14]2[c:9]([cH:10][cH:11][cH:12][cH:13]2)[C:8]1=[O:15]. Reactants: FC1=CC=C(C=C1)CCCCOC1=CC=C(C=C)C=C1 (4-[4-(4-fluorophenyl)butoxy]-styrene), OC1=C(C=CC=C1I)C(C)=O (2'-hydroxy-3'-iodoacetophenone). Product: FC1=CC=C(C=C1)CCCCOC1=CC=C(C=C1)/C=C/C=1C(=C(C=CC1)C(C)=O)O (3'-[(E)-2-[4-[4-(4-Fluorophenyl)butoxy]phenyl]ethen-1-yl]-2'-hydroxyacetophenone). The yield is 70.0%. RXN SMILES: [F:1][C:2]1[CH:7]=[CH:6][C:5]([CH2:8][CH2:9][CH2:10][CH2:11][O:12][C:13]2[CH:20]=[CH:19][C:16]([CH:17]=[CH2:18])=[CH:15][CH:14]=2)=[CH:4][CH:3]=1.[OH:21][C:22]1[C:27](I)=[CH:26][CH:25]=[CH:24][C:23]=1[C:29](=[O:31])[CH3:30]>>[F:1][C:2]1[CH:3]=[CH:4][C:5]([CH2:8][CH2:9][CH2:10][CH2:11][O:12][C:13]2[CH:14]=[CH:15][C:16](/[CH:17]=[CH:18]/[C:27]3[C:22]([OH:21])=[C:23]([C:29](=[O:31])[CH3:30])[CH:24]=[CH:25][CH:26]=3)=[CH:19][CH:20]=2)=[CH:6][CH:7]=1. Reported procedure: Following the process described in example 20 (point D), starting from 4-[4-(4-fluorophenyl)butoxy]-styrene and 2'-hydroxy-3'-iodoacetophenone, the title compound was prepared, which was purified by chromatography through a silica gel column, eluting with petroleum ether:ethyl ether, 95:5 (70% yield).